This data is from the Open Reaction Database (ORD), a public repository of structured organic reaction records. The task is: describe an organic reaction: reactants, conditions, products, and yield The reactants are CCN1CC=C(c2cccc(C(N)=O)c2F)CC1, CO, Cl. Product: CCN1CCC(c2cccc(C(N)=O)c2F)CC1. RXN SMILES: [CH2:1]([CH3:2])[N:3]1[CH2:4][CH2:5][C:6]([c:9]2[c:10]([F:18])[c:11]([C:12](=[O:13])[NH2:14])[cH:15][cH:16][cH:17]2)=[CH:7][CH2:8]1.[CH3:20][OH:21].[ClH:19]>>[CH2:1]([CH3:2])[N:3]1[CH2:4][CH2:5][CH:6]([c:9]2[c:10]([F:18])[c:11]([C:12](=[O:13])[NH2:14])[cH:15][cH:16][cH:17]2)[CH2:7][CH2:8]1. The reactants are CCOC(C)=O, Cl, Cl, NCCc1c[nH]c2cc(F)ccc12, [Na+], C1CCOC1, [OH-], O. Yields the product Fc1ccc2c3c([nH]c2c1)CNCC3. Reaction SMILES: [C:14]([O:15][CH2:16][CH3:17])(=[O:18])[CH3:19].[ClH:20].[ClH:21].[F:1][c:2]1[cH:3][c:4]2[nH:5][cH:6][c:7]([CH2:8][CH2:9][NH2:10])[c:11]2[cH:12][cH:13]1.[Na+:23].[O:24]1[CH2:25][CH2:26][CH2:27][CH2:28]1.[OH-:22].[OH2:29]>>[F:1][c:2]1[cH:3][c:4]2[nH:5][c:6]3[c:7]([c:11]2[cH:12][cH:13]1)[CH2:8][CH2:9][NH:10][CH2:14]3. Starting materials: C(=O)(OC)C(OC1=C(C=C(C=C1C)CN1C(=NC=2C1=NC(=CC2C)C)CC)C)C2=CC(=CC=C2)Cl (3-[4-(1-carbomethoxy-1-(3-chlorophenyl)methoxy) -3,5-dimethylphenylmethyl]-5,7-dimethyl-2-ethyl-3H-imidazo[4.5-b]-pyridine), solution, [OH-].[Na+] (sodium hydroxide), Cl (hydrochloric acid). Solvent: CO (methanol). Reaction conditions: time 1.5 hour. Product: C(=O)(O)C(OC1=C(C=C(C=C1C)CN1C(=NC=2C1=NC(=CC2C)C)CC)C)C2=CC(=CC=C2)Cl (3-[4-(1-carboxy-1-(3-chlorophenyl)methoxy) -3,5-dimethylphenylmethyl]-5,7-dimethyl-2-ethyl-3H-imidazo[4,5-b]-pyridine). Isolated yield 88.9%. RXN SMILES: [C:1]([CH:5]([C:29]1[CH:34]=[CH:33][CH:32]=[C:31]([Cl:35])[CH:30]=1)[O:6][C:7]1[C:12]([CH3:13])=[CH:11][C:10]([CH2:14][N:15]2[C:19]3=[N:20][C:21]([CH3:25])=[CH:22][C:23]([CH3:24])=[C:18]3[N:17]=[C:16]2[CH2:26][CH3:27])=[CH:9][C:8]=1[CH3:28])([O:3]C)=[O:2].[OH-].[Na+].Cl>CO>[C:1]([CH:5]([C:29]1[CH:34]=[CH:33][CH:32]=[C:31]([Cl:35])[CH:30]=1)[O:6][C:7]1[C:12]([CH3:13])=[CH:11][C:10]([CH2:14][N:15]2[C:19]3=[N:20][C:21]([CH3:25])=[CH:22][C:23]([CH3:24])=[C:18]3[N:17]=[C:16]2[CH2:26][CH3:27])=[CH:9][C:8]=1[CH3:28])([OH:3])=[O:2] |f:1.2|. Reported procedure: To a magnetically stirred solution of 0.280 g (0.56 mmol) of the product of Step D in 4.0 mL methanol was added 0.5 mL of a 5.0N solution of sodium hydroxide and the reaction was stirred at room temperature for 1.5 hours. The reaction mixture was adjusted to pH=6 with 1.0N hydrochloric acid and then concentrated in vacuo. The residue was then purified on a silica gel flash chromatography column eluted with CHCl3 --MeOH--NH4OH (80:15:1). Evaporation of the purified fractions and drying in vacuo a... Starting materials: COc1ccc(C(C)(NC(C)=O)C(=O)O)cc1, Cl. The product is COc1ccc(C(C)(N)C(=O)O)cc1. As a reaction SMILES: [C:1](=[O:2])([CH3:3])[NH:4][C:5]([C:6](=[O:7])[OH:8])([c:9]1[cH:10][cH:11][c:12]([O:15][CH3:16])[cH:13][cH:14]1)[CH3:17].[ClH:18]>>[NH2:4][C:5]([C:6](=[O:7])[OH:8])([c:9]1[cH:10][cH:11][c:12]([O:15][CH3:16])[cH:13][cH:14]1)[CH3:17]. The reactants are FC=1C=C(C=CC1F)[C@H]1N([C@H](CC1)CC\C=C\C(=O)OC)C(=O)OC(C)(C)C (tert-butyl (2S,5S)-2-(3,4-difluorophenyl)-5-[(E)-4-methoxycarbonyl-3-butenyl]pyrrolidine-1-carboxylate), [H][H] (hydrogen). The reagents and catalysts are [C].[Pd] (Palladium-carbon). Solvent: C(C)(=O)OCC (ethyl acetate). Yields the product FC=1C=C(C=CC1F)[C@H]1N([C@H](CC1)CCCCC(=O)OC)C(=O)OC(C)(C)C (tert-butyl (2S,5S)-2-(3,4-difluorophenyl)-5-(4-methoxycarbonylbutyl)pyrrolidine-1-carboxylate). Isolated yield 99.5%. As a reaction SMILES: [F:1][C:2]1[CH:3]=[C:4]([C@@H:9]2[CH2:13][CH2:12][C@H:11]([CH2:14][CH2:15]/[CH:16]=[CH:17]/[C:18]([O:20][CH3:21])=[O:19])[N:10]2[C:22]([O:24][C:25]([CH3:28])([CH3:27])[CH3:26])=[O:23])[CH:5]=[CH:6][C:7]=1[F:8].[H][H]>C(OCC)(=O)C.[C].[Pd]>[F:1][C:2]1[CH:3]=[C:4]([C@@H:9]2[CH2:13][CH2:12][C@H:11]([CH2:14][CH2:15][CH2:16][CH2:17][C:18]([O:20][CH3:21])=[O:19])[N:10]2[C:22]([O:24][C:25]([CH3:28])([CH3:27])[CH3:26])=[O:23])[CH:5]=[CH:6][C:7]=1[F:8] |f:3.4|. Reported procedure: Palladium-carbon (containing 50% water, 0.492 g) was added to a solution of tert-butyl (2S,5S)-2-(3,4-difluorophenyl)-5-[(E)-4-methoxycarbonyl-3-butenyl]pyrrolidine-1-carboxylate (1.7 g) in ethyl acetate (60 mL), and the reaction solution was stirred in a hydrogen atmosphere at room temperature for two hours. Palladium-carbon in the reaction solution was removed by filtration, and the filtrate was concentrated under reduced pressure to obtain 1.7 g of the title compound. The property values of t... The reactants are COC=1C(C(=C(C(C1OC)=O)CC=1C=C(C=CC1)CCCC(=O)O)C)=O (4-[3-(5,6-dimethoxy-3-methyl-1,4-benzoquinon-2-ylmethyl)phenyl]-n-butyric Acid), N1CCCCC1 (piperidine). Yields the product COC=1C(C(=C(C(C1OC)=O)CC=1C=C(C=CC1)CCCC(=O)N1CCCCC1)C)=O (N-[4-[3-(5,6-dimethoxy-3-methyl-1,4-benzoquinon-2-ylmethyl)phenyl]butanoyl]piperidine). The yield is 19.0%. As a reaction SMILES: [CH3:1][O:2][C:3]1[C:4](=[O:26])[C:5]([CH3:25])=[C:6]([CH2:12][C:13]2[CH:14]=[C:15]([CH2:19][CH2:20][CH2:21][C:22]([OH:24])=O)[CH:16]=[CH:17][CH:18]=2)[C:7](=[O:11])[C:8]=1[O:9][CH3:10].[NH:27]1[CH2:32][CH2:31][CH2:30][CH2:29][CH2:28]1>>[CH3:1][O:2][C:3]1[C:4](=[O:26])[C:5]([CH3:25])=[C:6]([CH2:12][C:13]2[CH:14]=[C:15]([CH2:19][CH2:20][CH2:21][C:22]([N:27]3[CH2:32][CH2:31][CH2:30][CH2:29][CH2:28]3)=[O:24])[CH:16]=[CH:17][CH:18]=2)[C:7](=[O:11])[C:8]=1[O:9][CH3:10]. Procedure: 4-[3-(5,6-dimethoxy-3-methyl-1,4-benzoquinon-2-ylmethyl)phenyl]-n-butyric acid (73 mg, 0.20 mmol) obtained in Example 62 and piperidine (0.030 ml, 0.30 mmol) were used, and a method similar to that described in Example 46 was employed to obtain the title compound (16 mg, 0.038 mmol, yield 19%).